From a dataset of the Open Reaction Database (ORD), a public repository of structured organic reaction records. describe an organic reaction: reactants, conditions, products, and yield The reactants are C=C(C(=O)OC)N(Cc1ccccc1NC(C)=O)S(=O)(=O)c1ccc(OC)cc1, O=C([O-])O, CO, [Na+]. The product is COC(=O)C1CN(C(C)=O)c2ccccc2CN1S(=O)(=O)c1ccc(OC)cc1. As a reaction SMILES: [C:1]([CH3:2])(=[O:3])[NH:4][c:5]1[c:6]([CH2:7][N:8]([C:9]([C:10](=[O:11])[O:12][CH3:13])=[CH2:14])[S:15](=[O:16])(=[O:17])[c:18]2[cH:19][cH:20][c:21]([O:24][CH3:25])[cH:22][cH:23]2)[cH:26][cH:27][cH:28][cH:29]1.[C:30](=[O:31])([OH:32])[O-:33].[CH3:35][OH:36].[Na+:34]>>[C:1]([CH3:2])(=[O:3])[N:4]1[c:5]2[c:6]([cH:26][cH:27][cH:28][cH:29]2)[CH2:7][N:8]([S:15](=[O:16])(=[O:17])[c:18]2[cH:19][cH:20][c:21]([O:24][CH3:25])[cH:22][cH:23]2)[CH:9]([C:10](=[O:11])[O:12][CH3:13])[CH2:14]1. Starting materials: 3h, C(C)(=O)Cl (acetyl chloride), ClCCCl.[Cl-].[Al+3].[Cl-].[Cl-] (aluminum chloride 1,2-Dichloroethane), ice water, FC(C(=O)O)(F)F.COC=1N=NC(=CC1C=1NC2=CC=CC=C2C1)C1=CC=NC=C1 (2-(3-Methoxy-6-pyridin-4-yl-pyridazin-4-yl)-1H-indole Trifluoroacetate). Product: C(C)(=O)C1=C(NC2=CC=CC=C12)C=1C(NN=C(C1)C1=CC=NC=C1)=O (4-(3-Acetyl-1H-indol-2-yl)-6-pyridin-4-yl-2H-pyridazin-3-one). The yield is 48.1%. Reaction SMILES: [C:1](Cl)(=[O:3])[CH3:2].ClCCCl.[Cl-].[Al+3].[Cl-].[Cl-].FC(F)(F)C(O)=O.C[O:21][C:22]1[N:23]=[N:24][C:25]([C:37]2[CH:42]=[CH:41][N:40]=[CH:39][CH:38]=2)=[CH:26][C:27]=1[C:28]1[NH:29][C:30]2[C:35]([CH:36]=1)=[CH:34][CH:33]=[CH:32][CH:31]=2>>[C:1]([C:36]1[C:35]2[C:30](=[CH:31][CH:32]=[CH:33][CH:34]=2)[NH:29][C:28]=1[C:27]1[C:22](=[O:21])[NH:23][N:24]=[C:25]([C:37]2[CH:42]=[CH:41][N:40]=[CH:39][CH:38]=2)[CH:26]=1)(=[O:3])[CH3:2] |f:1.2.3.4.5,6.7|. Reported procedure: 4 mg acetyl chloride are added at 0° C. to a suspension of 80 mg aluminum chloride 1,2-Dichloroethane, followed by 208 mg 2-(3-Methoxy-6-pyridin-4-yl-pyridazin-4-yl)-1H-indole Trifluoroacetate. The reaction mixture is stirred for 4 h at room temperature and for 3h at 50° C. It is worked up pouring into an ice/water mixture and filtration. The layers are separated, the organic is layer washed with water, dried over MgSO4 and the solvent removed. Reverse phase HPLC chromatography yielded 8.1 mg 4-... The reactants are BrC1=C(CN2C(=NC3=C2C=C(C=C3)O)C3=CC(=CC=C3)C)C=CC=C1 (1-(2-bromobenzyl)-2-(3-methylphenyl)-6-hydroxybenzimidazole), CN(C)CCCl (2-(N,N-dimethylamino)ethyl chloride). The product is BrC1=C(CN2C(=NC3=C2C=C(C=C3)OCCN(C)C)C3=CC(=CC=C3)C)C=CC=C1 (1-(2-bromobenzyl)-2-(3-methylphenyl)-6-[2-(N,N-dimethylamino)ethoxy]benzimidazole). As a reaction SMILES: [Br:1][C:2]1[CH:25]=[CH:24][CH:23]=[CH:22][C:3]=1[CH2:4][N:5]1[C:9]2[CH:10]=[C:11]([OH:14])[CH:12]=[CH:13][C:8]=2[N:7]=[C:6]1[C:15]1[CH:20]=[CH:19][CH:18]=[C:17]([CH3:21])[CH:16]=1.[CH3:26][N:27]([CH2:29][CH2:30]Cl)[CH3:28]>>[Br:1][C:2]1[CH:25]=[CH:24][CH:23]=[CH:22][C:3]=1[CH2:4][N:5]1[C:9]2[CH:10]=[C:11]([O:14][CH2:30][CH2:29][N:27]([CH3:28])[CH3:26])[CH:12]=[CH:13][C:8]=2[N:7]=[C:6]1[C:15]1[CH:20]=[CH:19][CH:18]=[C:17]([CH3:21])[CH:16]=1. Procedure: The title compound was prepared essentially as described in Example 117 except that the compound of Example 126 was reacted with 2-(N,N-dimethylamino)ethyl chloride. mp 71° C., NMR, IR, MS 464, 466.